This data is from the Open Reaction Database (ORD), a public repository of structured organic reaction records. The task is: describe an organic reaction: reactants, conditions, products, and yield The reactants are BrC=1SC=C(N1)C=O (2-bromothiazole-4-carbaldehyde), COC(C=P(C1=CC=CC=C1)(C1=CC=CC=C1)C1=CC=CC=C1)=O (methyl(triphenylphosphoranylidene)acetate). Solvent: O1CCCC1 (tetrahydrofuran), O (water). Conditions: time 8 hour. Yields the product COC(C=CC=1N=C(SC1)Br)=O (3-(2-Bromo-thiazol-4-yl)-acrylic acid methyl ester). Yield: 80.8%. RXN SMILES: [Br:1][C:2]1[S:3][CH:4]=[C:5]([CH:7]=O)[N:6]=1.[CH3:9][O:10][C:11](=[O:32])[CH:12]=P(C1C=CC=CC=1)(C1C=CC=CC=1)C1C=CC=CC=1>O1CCCC1.O>[CH3:9][O:10][C:11](=[O:32])[CH:12]=[CH:7][C:5]1[N:6]=[C:2]([Br:1])[S:3][CH:4]=1. Procedure: Dissolve 2-bromothiazole-4-carbaldehyde (3.00 g, 15.62 mmol) in tetrahydrofuran (52 mL) and add methyl(triphenylphosphoranylidene)acetate (5.33 g. 15.62 mmol). Stir the mixture overnight at room temperature. Dilute the mixture with water and extract twice using diethyl ether. Dry the combined organics over sodium sulfate, filter, and concentrate. Purify via silica gel chromatography using a 0-30% gradient of EtOAc/hexanes to give 3.13 g (81%) of the title compound as a white solid. Product: O=C(C=Cc1ccccc1)c1cc(Br)c(F)cc1O. Starting materials: CC(=O)c1cc(Br)c(F)cc1O, CCO, O=Cc1ccccc1, [Na+], [OH-]. Reaction SMILES: [Br:1][c:2]1[c:3]([F:12])[cH:4][c:5]([OH:11])[c:6]([C:8]([CH3:9])=[O:10])[cH:7]1.[CH3:23][CH2:24][OH:25].[CH:13](=[O:14])[c:15]1[cH:16][cH:17][cH:18][cH:19][cH:20]1.[Na+:22].[OH-:21]>>[Br:1][c:2]1[c:3]([F:12])[cH:4][c:5]([OH:11])[c:6]([C:8]([CH:9]=[CH:13][c:15]2[cH:16][cH:17][cH:18][cH:19][cH:20]2)=[O:10])[cH:7]1. Starting materials: CC(C)CCBr, CS(=O)([O-])=S, [Na+], CN(C)C=O, O. Yields the product CC(C)CCOS(C)(=O)=S. Reaction SMILES: [Br:1][CH2:2][CH2:3][CH:4]([CH3:5])[CH3:6].[CH3:7][S:8](=[O:9])([O-:10])=[S:11].[Na+:12].[O:14]=[CH:15][N:16]([CH3:17])[CH3:18].[OH2:13]>>[CH2:2]([CH2:3][CH:4]([CH3:5])[CH3:6])[O:10][S:8]([CH3:7])(=[O:9])=[S:11]. Reactants: ClCC1=NC(=NO1)C=1N=CN2C1CN(C(C1=C2C=CC=C1C(F)(F)F)=O)C (3-(5-chloromethyl-1,2,4-oxadiazol-3-yl)-5-methyl-7-trifluoromethyl-5,6-dihydro-4H-imidazo[1,5-a][1,4]benzodiazepin-6-one), C(CC)NCCC (dipropylamine). Solvent: CN(C=O)C (N,N-dimethylformamide). Yields the product C(CC)N(CCC)CC1=NC(=NO1)C=1N=CN2C1CN(C(C1=C2C=CC=C1C(F)(F)F)=O)C (3-(5-dipropylaminomethyl-1,2,4-oxadiazol-3-yl)-5-methyl-7-trifluoromethyl-5,6-dihydro-4H-imidazo[1,5-a][1,4]benzodiazepin-6-one). The yield is 95.9%. As a reaction SMILES: Cl[CH2:2][C:3]1[O:7][N:6]=[C:5]([C:8]2[N:9]=[CH:10][N:11]3[C:17]4[CH:18]=[CH:19][CH:20]=[C:21]([C:22]([F:25])([F:24])[F:23])[C:16]=4[C:15](=[O:26])[N:14]([CH3:27])[CH2:13][C:12]=23)[N:4]=1.[CH2:28]([NH:31][CH2:32][CH2:33][CH3:34])[CH2:29][CH3:30]>CN(C)C=O>[CH2:28]([N:31]([CH2:2][C:3]1[O:7][N:6]=[C:5]([C:8]2[N:9]=[CH:10][N:11]3[C:17]4[CH:18]=[CH:19][CH:20]=[C:21]([C:22]([F:25])([F:24])[F:23])[C:16]=4[C:15](=[O:26])[N:14]([CH3:27])[CH2:13][C:12]=23)[N:4]=1)[CH2:32][CH2:33][CH3:34])[CH2:29][CH3:30]. Reported procedure: 1.19 g (3 mmol) of 3-(5-chloromethyl-1,2,4-oxadiazol-3-yl)-5-methyl-7-trifluoromethyl-5,6-dihydro-4H-imidazo[1,5-a][1,4]benzodiazepin-6-one were stirred at room temperature for 5 hours with 1.02 g (10 mmol) of dipropylamine and 15 ml of N,N-dimethylformamide. After evaporating the reaction mixture the residue was dissolved in methylene chloride and the solution was washed with water. By drying the organic phase over magnesium sulfate and evaporating the solvent there were obtained 1.33 g (96%) o...